From a dataset of the Open Reaction Database (ORD), a public repository of structured organic reaction records. describe an organic reaction: reactants, conditions, products, and yield Product: Cc1nc(C(=O)Nc2c[nH]c3ncc(Br)c(N4CCCC(NC(=O)OC(C)(C)C)C4)c23)cs1. As a reaction SMILES: [Br:1][c:2]1[c:3]([F:20])[c:4]2[c:5]([n:6][cH:7]1)[nH:8][cH:9][c:10]2[NH:11][C:12](=[O:13])[c:14]1[n:15][c:16]([CH3:19])[s:17][cH:18]1.[CH2:35]([OH:36])[CH2:37][CH2:38][CH3:39].[NH:21]1[CH2:22][CH:23]([NH:27][C:28]([O:29][C:30]([CH3:31])([CH3:32])[CH3:33])=[O:34])[CH2:24][CH2:25][CH2:26]1>>[Br:1][c:2]1[c:3]([N:21]2[CH2:22][CH:23]([NH:27][C:28]([O:29][C:30]([CH3:31])([CH3:32])[CH3:33])=[O:34])[CH2:24][CH2:25][CH2:26]2)[c:4]2[c:5]([n:6][cH:7]1)[nH:8][cH:9][c:10]2[NH:11][C:12](=[O:13])[c:14]1[n:15][c:16]([CH3:19])[s:17][cH:18]1. Reactants: Cc1nc(C(=O)Nc2c[nH]c3ncc(Br)c(F)c23)cs1, CCCCO, CC(C)(C)OC(=O)NC1CCCNC1.